Dataset: the Open Reaction Database (ORD), a public repository of structured organic reaction records. Task: describe an organic reaction: reactants, conditions, products, and yield Starting materials: C(CCC)C(CO)CCCCCO[Si](C)(C)C(C)(C)C (2-butyl-7-(tert-butyldimethylsilyloxy)-1-heptanol), [Cr](=O)(=O)([O-])Cl.[NH+]1=CC=CC=C1 (pyridinium chlorochromate), C(C)(=O)[O-].[Na+] (sodium acetate). Solvent: ClCCl (dichloromethane), ClCCl (dichloromethane). The product is C(CCC)C(C=O)CCCCCO[Si](C)(C)C(C)(C)C (2-butyl-7-(tert-butyldimethylsilyloxy)heptanaI). Yield: 88.0%. RXN SMILES: [CH2:1]([CH:5]([CH2:8][CH2:9][CH2:10][CH2:11][CH2:12][O:13][Si:14]([C:17]([CH3:20])([CH3:19])[CH3:18])([CH3:16])[CH3:15])[CH2:6][OH:7])[CH2:2][CH2:3][CH3:4].[Cr](Cl)([O-])(=O)=O.[NH+]1C=CC=CC=1.C([O-])(=O)C.[Na+]>ClCCl>[CH2:1]([CH:5]([CH2:8][CH2:9][CH2:10][CH2:11][CH2:12][O:13][Si:14]([C:17]([CH3:18])([CH3:20])[CH3:19])([CH3:15])[CH3:16])[CH:6]=[O:7])[CH2:2][CH2:3][CH3:4] |f:1.2,3.4|. Reported procedure: A solution of 2-butyl-7-(tert-butyldimethylsilyloxy)-1-heptanol in dichloromethane (10 ml) was added to a suspension of pyridinium chlorochromate (8.09 g, 38 mmol) and sodium acetate (150 mg) in 30 ml of dichloromethane and stirred at ambient temperature for several hours. After the usual work up followed by PMPLC, 6.61 g (88%) of 2-butyl-7-(tert-butyldimethylsilyloxy)heptanaI was obtained.